Dataset: the Open Reaction Database (ORD), a public repository of structured organic reaction records. Task: describe an organic reaction: reactants, conditions, products, and yield Reactants: [N+](=O)(OC(C)(C)C)[O-] (tert-butyl nitrate), Cl (hydrochloric acid), NC=1OC=C(N1)C(=O)OCC (ethyl 2-amino-1,3-oxazole-4-carboxylate). The reagents and catalysts are [Cu](Cl)Cl (copper(II) chloride). The solvent is C(C)#N (acetonitrile). Conditions: temperature 80 celsius. Product: ClC=1OC=C(N1)C(=O)OCC (ethyl 2-chloro-1,3-oxazole-4-carboxylate). RXN SMILES: [N+]([O-])(OC(C)(C)C)=O.N[C:10]1[O:11][CH:12]=[C:13]([C:15]([O:17][CH2:18][CH3:19])=[O:16])[N:14]=1.[ClH:20]>[Cu](Cl)Cl.C(#N)C>[Cl:20][C:10]1[O:11][CH:12]=[C:13]([C:15]([O:17][CH2:18][CH3:19])=[O:16])[N:14]=1. Reported procedure: To a mixture of tert-butyl nitrate (2.86 mL), copper(II) chloride (3.23 g) and acetonitrile (64 mL) was added ethyl 2-amino-1,3-oxazole-4-carboxylate obtained in Step A (2.50 g) at 60° C. The reaction mixture was heated at 80° C. for 3 hr, and cooled to room temperature. The reaction mixture was poured into 1 M hydrochloric acid, and the mixture was extracted with dichloromethane. The extract was washed with saturated brine, and dried over anhydrous magnesium sulfate, and the solvent was evapora... Starting materials: C(C)(=O)O[C@H]1[C@@H](O[C@@H]([C@@H]([C@@H]1OC(C)=O)OC(C)=O)COC(C)=O)OC1=NNC(=C1CC1=CC=C(C=C1)\C=C\CC(=O)O)C(C)C (3-(2,3,4,6-tetra-O-acetyl-β-D-galactopyranosyloxy)-4-({4-[(1E)-3-carboxyprop-1-enyl]-phenyl}methyl)-5-isopropyl-1H-pyrazole), NC(C(=O)N)(C)C (2-amino-2-methylpropionamide), Cl.NCC(=O)N (glycinamide hydrochloride). Product: C(N)(=O)C(C)(C)NC(=O)CCCC1=CC=C(C=C1)CC=1C(=NNC1C(C)C)O[C@H]1[C@H](O)[C@@H](O)[C@@H](O)[C@H](O1)CO (4-[(4-{3-[1-Carbamoyl-1-(methyl)ethylcarbamoyl]propyl}-phenyl)methyl]-3-(β-D-galactopyranosyloxy)-5-isopropyl-1H-pyrazole). Reaction SMILES: C([O:4][C@@H:5]1[C@@H:10]([O:11]C(=O)C)[C@@H:9]([O:15]C(=O)C)[C@@H:8]([CH2:19][O:20]C(=O)C)[O:7][C@H:6]1[O:24][C:25]1[C:29]([CH2:30][C:31]2[CH:36]=[CH:35][C:34](/[CH:37]=[CH:38]/[CH2:39][C:40](O)=[O:41])=[CH:33][CH:32]=2)=[C:28]([CH:43]([CH3:45])[CH3:44])[NH:27][N:26]=1)(=O)C.[NH2:46][C:47]([CH3:52])([CH3:51])[C:48]([NH2:50])=[O:49].Cl.NCC(N)=O>>[C:48]([C:47]([NH:46][C:40]([CH2:39][CH2:38][CH2:37][C:34]1[CH:33]=[CH:32][C:31]([CH2:30][C:29]2[C:25]([O:24][C@@H:6]3[O:7][C@H:8]([CH2:19][OH:20])[C@H:9]([OH:15])[C@H:10]([OH:11])[C@H:5]3[OH:4])=[N:26][NH:27][C:28]=2[CH:43]([CH3:45])[CH3:44])=[CH:36][CH:35]=1)=[O:41])([CH3:52])[CH3:51])(=[O:49])[NH2:50] |f:2.3|. Procedure details: The title compound was prepared in a similar manner to that described in Example 1 using 3-(2,3,4,6-tetra-O-acetyl-β-D-galactopyranosyloxy)-4-({4-[(1E)-3-carboxyprop-1-enyl]-phenyl}methyl)-5-isopropyl-1H-pyrazole and 2-amino-2-methylpropionamide instead of 3-(2,3,4,6-tetra-O-acetyl-β-D-glucopyranosyloxy)-4-({4-[(1E)-3-carboxyprop-1-enyl]-phenyl}methyl)-5-isopropyl-1H-pyrazole and glycinamide hydrochloride, respectively. The reactants are CCOCC (ether), Cl.NC(=N)N (guanidine hydrochloride), CC(C)([O-])C.[K+] (potassium t-butoxide), ClC1=C(C(=CC=C1C)Cl)NC1=C(C=CC=C1)C1=NSC(=N1)S(=O)(=O)C1=CC=C(C=C1)C (2,6-Dichloro-3-methyl-N-[2-[5-[(4-methylphenyl)-sulfonyl]-1,2,4-thiadiazol-3-yl]phenyl]benzenamine). Run in C(C)(C)(C)O (t-butanol). Run at temperature 40 celsius, time 10 minute. Product: Cl.S1N=CN=C1NC(=N)N (1,2,4-thiadiazol-5-yl guanidine, monohydrochloride). Reaction SMILES: Cl.[NH2:2][C:3]([NH2:5])=[NH:4].CC(C)([O-])C.[K+].[Cl:12]C1C(C)=CC=C(Cl)C=1NC1C=CC=CC=1[C:28]1[N:32]=[C:31](S(C2C=CC(C)=CC=2)(=O)=O)[S:30][N:29]=1.CCOCC>C(O)(C)(C)C>[ClH:12].[S:30]1[C:31]([NH:4][C:3]([NH2:5])=[NH:2])=[N:32][CH:28]=[N:29]1 |f:0.1,2.3,7.8|. Reported procedure: A suspension of guanidine hydrochloride (197 mg, 2.06 mmols) and potassium t-butoxide (150 mg, 1.33 mmols) in 10 mL of t-butanol is heated to 40° C. 2,6-Dichloro-3-methyl-N-[2-[5-[(4-methylphenyl)-sulfonyl]-1,2,4-thiadiazol-3-yl]phenyl]benzenamine (200 mg, 0.41 mmols), prepared as described in Example 2, is added and heating is continued at 55° C. for 10 minutes. The solution is cooled to room temperature, poured into ether, and washed with water followed by brine. The organic layer is dried ove... The reagents and catalysts are [Cl-].[Zn+2].[Cl-] (zinc(II) chloride). Reported procedure: To a stirred solution of 0.540 g (1.45 mmol) of (5S)-1-amino-5-[(trityloxy)methyl]pyrrolidin-2-one from step A above in 5 mL of anhydrous DMF was added 0.327 g (7.25 mmol) of formamide followed by 0.050 g (0.36 mmol) of zinc(II) chloride. The resulting mixture was heated to 160° C. for 48 h, cooled to ambient temperature and diluted with 25 mL of ethyl acetate. The solution was washed sequentially with an aqueous sodium bicarbonate solution, water and then brine and the organic layer dried over ... RXN SMILES: [NH2:1][N:2]1[C@H:6]([CH2:7][O:8][C:9]([C:22]2[CH:27]=[CH:26][CH:25]=[CH:24][CH:23]=2)([C:16]2[CH:21]=[CH:20][CH:19]=[CH:18][CH:17]=2)[C:10]2[CH:15]=[CH:14][CH:13]=[CH:12][CH:11]=2)[CH2:5][CH2:4][C:3]1=O.[CH:29]([NH2:31])=O>CN(C=O)C.C(OCC)(=O)C.[Cl-].[Zn+2].[Cl-]>[C:9]([O:8][CH2:7][C@H:6]1[N:2]2[N:1]=[CH:29][N:31]=[C:3]2[CH2:4][CH2:5]1)([C:10]1[CH:11]=[CH:12][CH:13]=[CH:14][CH:15]=1)([C:16]1[CH:21]=[CH:20][CH:19]=[CH:18][CH:17]=1)[C:22]1[CH:23]=[CH:24][CH:25]=[CH:26][CH:27]=1 |f:4.5.6|. Reaction conditions: temperature 160 celsius. Yield: 48.8%. The solvent is C(C)(=O)OCC (ethyl acetate), CN(C)C=O (DMF). Starting materials: NN1C(CC[C@H]1COC(C1=CC=CC=C1)(C1=CC=CC=C1)C1=CC=CC=C1)=O ((5S)-1-amino-5-[(trityloxy)methyl]pyrrolidin-2-one), C(=O)N (formamide). Yields the product C(C1=CC=CC=C1)(C1=CC=CC=C1)(C1=CC=CC=C1)OC[C@@H]1CCC=2N1N=CN2 ((5S)-5-[(Trityloxy)methyl]-6,7-dihydro-5H-pyrrolo[1,2-b][1,2,4]triazole). Reactants: C(=O)NNC1=CC=C(C=C1)N (1-Formyl-2-(4-aminophenyl)hydrazine), C1(=CC=CC=C1)N=C=S (Phenyl isothiocyanate). The solvent is C(C)#N (acetonitrile). Yields the product C(=O)NNC1=CC=C(C=C1)NC(=S)NC1=CC=CC=C1 (1-[4-(2-Formylhydrazino)phenyl]-3-phenylthiourea). Reaction SMILES: [CH:1]([NH:3][NH:4][C:5]1[CH:10]=[CH:9][C:8]([NH2:11])=[CH:7][CH:6]=1)=[O:2].[C:12]1([N:18]=[C:19]=[S:20])[CH:17]=[CH:16][CH:15]=[CH:14][CH:13]=1>C(#N)C>[CH:1]([NH:3][NH:4][C:5]1[CH:10]=[CH:9][C:8]([NH:11][C:19]([NH:18][C:12]2[CH:17]=[CH:16][CH:15]=[CH:14][CH:13]=2)=[S:20])=[CH:7][CH:6]=1)=[O:2]. Procedure: 1-Formyl-2-(4-aminophenyl)hydrazine (30 g, 0.20 mole) was dissolved in acetonitrile (550 ml) with heat. Phenyl isothiocyanate (28 g, 0.22 mole) was added in one portion. The mixture was refluxed for 5 minutes and then chilled. The solid was filtered off, washed with acetonitrile and dried at 75° C. Yield 52 g (91%), m.p. 188°-188.5° C. The reactants are CCNC(=NC#N)SC, COC(C)N, CCN. Reaction SMILES: [CH2:1]([CH3:2])[NH:3][C:4]([S:5][CH3:6])=[N:7][C:8]#[N:9].[CH3:10][O:11][CH:12]([NH2:13])[CH3:14].[CH3:15][CH2:16][NH2:17]>>[CH:1]([CH3:2])([NH:3][C:4]([S:5][CH3:6])=[N:7][C:8]#[N:9])[O:11][CH3:10]. Product: COC(C)NC(=NC#N)SC. The reactants are CCO, [H][H], O=C(O)C(F)(F)F, CCOC(=O)CCCCCOC(COCc1ccc(OC)cc1)Cn1ccnc1. The product is CCOC(=O)CCCCCOC(CO)Cn1ccnc1. As a reaction SMILES: [CH3:32][CH2:33][OH:34].[H:30][H:31].[OH:35][C:36]([C:37]([F:38])([F:39])[F:40])=[O:41].[n:1]1([CH2:6][CH:7]([O:8][CH2:9][CH2:10][CH2:11][CH2:12][CH2:13][C:14](=[O:15])[O:16][CH2:17][CH3:18])[CH2:19][O:20][CH2:21][c:22]2[cH:23][cH:24][c:25]([O:26][CH3:27])[cH:28][cH:29]2)[cH:2][n:3][cH:4][cH:5]1>>[n:1]1([CH2:6][CH:7]([O:8][CH2:9][CH2:10][CH2:11][CH2:12][CH2:13][C:14](=[O:15])[O:16][CH2:17][CH3:18])[CH2:19][OH:20])[cH:2][n:3][cH:4][cH:5]1. Starting materials: C(#C)[C@]12C(CC[C@H]2[C@H]2[C@H](CC1)[C@]1(CCC(C=C1CC2)=O)C)=O (13-ethinyl-10-methyl-gon-4-ene-3,17-dione), O1CCOCC1 (dioxane), C(C)OC(O)O (orthoformic acid ethyl ester), C1(=CC=C(C=C1)S(=O)(=O)O)C (p-toluenesulphonic acid). Reagents/catalysts: O (water). The solvent is N1=CC=CC=C1 (pyridine). Product: C(#C)[C@]12C(CC[C@H]2[C@H]2[C@H](CC1)[C@]1(CCC(=CC1=CC2)OCC)C)=O (13-ethinyl-3-ethoxy-10-methyl-gona-3,5-dien-17-one). As a reaction SMILES: [C:1]([C@:3]12[CH2:11][CH2:10][C@@H:9]3[C@:12]4([CH3:21])[C:17]([CH2:18][CH2:19][C@H:8]3[C@@H:7]1[CH2:6][CH2:5][C:4]2=[O:22])=[CH:16][C:15](=[O:20])[CH2:14][CH2:13]4)#[CH:2].O1CCO[CH2:25][CH2:24]1.C(OC(O)O)C.C1(C)C=CC(S(O)(=O)=O)=CC=1>O.N1C=CC=CC=1>[C:1]([C@:3]12[CH2:11][CH2:10][C@@H:9]3[C@:12]4([CH3:21])[C:17](=[CH:18][CH2:19][C@H:8]3[C@@H:7]1[CH2:6][CH2:5][C:4]2=[O:22])[CH:16]=[C:15]([O:20][CH2:24][CH3:25])[CH2:14][CH2:13]4)#[CH:2]. Procedure: A mixture of 1.2 g of 13-ethinyl-10-methyl-gon-4-ene-3,17-dione, 20 ml of dioxane, 2 ml of orthoformic acid ethyl ester and 60 mg of p-toluenesulphonic acid is stirred at room temperature for 3 3/4 hours with exclusion of light. The reaction mixture is poured into 150 ml of water containing 5 drops of pyridine and extracted twice with ethyl acetate and the organic layer is washed with water and saturated sodium chloride solution until neutral, dried and evaporated in a water pump vacuum. The cry...